From a dataset of the Open Reaction Database (ORD), a public repository of structured organic reaction records. describe an organic reaction: reactants, conditions, products, and yield Starting materials: C(Cl)(Cl)Cl.CO (chloroform methanol), C(C)(C)(C)OC(=O)C1=C2SC=3C(=C(C=C(C3N(C2=CC=C1OC)CCCCCC)CN)OC)CC(=O)O ((6-tert.-butoxycarbonyl-aminomethyl-10-hexyl-3,7-dimethoxy-phenothiazin-4-yl)-acetic acid), methyl ester hydrochloride, 1-benzotriazol-1-yl-N,N,N',N'-tetramethylnonium hexafluorophosphate, NCC(=O)NCC(=O)N[C@@H](C)C(=O)NCC(=O)O (Gly-Gly-Ala-Gly), CN(C)C=O (DMF). Yields the product COC(CNC([C@@H](NC(CNC(CN(C(C)=O)C1=C(C=C(C=2N(C3=CC=C(C(=C3SC12)C(=O)OC(C)(C)C)OC)CCCCCC)CN)OC)=O)=O)C)=O)=O ((6-tert.-butoxycarbonyl-aminomethyl-10-hexyl-3,7-dimethoxy-phenothiazin-4-yl)-acetyl-glycyl-glycyl-L-alanyl-glycine methyl ester). The yield is 77.6%. RXN SMILES: [C:1]([O:5][C:6]([C:8]1[C:21]([O:22][CH3:23])=[CH:20][CH:19]=[C:18]2[C:9]=1[S:10][C:11]1[C:12](CC(O)=O)=[C:13]([O:32][CH3:33])[CH:14]=[C:15]([CH2:30][NH2:31])[C:16]=1[N:17]2[CH2:24][CH2:25][CH2:26][CH2:27][CH2:28][CH3:29])=[O:7])([CH3:4])([CH3:3])[CH3:2].[NH2:38][CH2:39][C:40]([NH:42][CH2:43][C:44]([NH:46][C@H:47]([C:49]([NH:51][CH2:52][C:53]([OH:55])=O)=[O:50])[CH3:48])=[O:45])=[O:41].[CH:56](Cl)(Cl)Cl.[CH3:60][OH:61].CN([CH:65]=[O:66])C>>[CH3:60][O:61][C:53](=[O:55])[CH2:52][NH:51][C:49](=[O:50])[C@H:47]([CH3:48])[NH:46][C:44](=[O:45])[CH2:43][NH:42][C:40](=[O:41])[CH2:39][N:38]([C:12]1[C:11]2[S:10][C:9]3[C:18](=[CH:19][CH:20]=[C:21]([O:22][CH3:23])[C:8]=3[C:6]([O:5][C:1]([CH3:3])([CH3:2])[CH3:4])=[O:7])[N:17]([CH2:24][CH2:25][CH2:26][CH2:27][CH2:28][CH3:29])[C:16]=2[C:15]([CH2:30][NH2:31])=[CH:14][C:13]=1[O:32][CH3:33])[C:65](=[O:66])[CH3:56] |f:2.3|. Reported procedure: A solution of 700 mg (1.31 mmol) of (6-tert.-butoxycarbonyl-aminomethyl-10-hexyl-3,7-dimethoxy-phenothiazin-4-yl)-acetic acid, 547 mg (1.44 mmol) of 1-benzotriazol-1-yl-N,N,N',N'-tetramethylnonium hexafluorophosphate (HBTU) and 488.1 mg (1.44 mmol) of Gly-Gly-Ala-Gly (SEQ ID NO:4) methyl ester hydrochloride in 5 ml of DMF was processed analogously to that described in Example 4.8.3., whereupon, after chromatography on silica gel with chloroform/methanol (9:1), 800 mg (77.6%) of (6-tert.-butoxyca...